Dataset: the Open Reaction Database (ORD), a public repository of structured organic reaction records. Task: describe an organic reaction: reactants, conditions, products, and yield The reactants are O=C([O-])[O-], CCc1cc(O)cc(CC)c1OCCCCOCC=C(Cl)Cl, CN(C)C=O, ClCC=C(Cl)Cl, [K+], [K+], O. Yields the product CCc1cc(OCC=C(Cl)Cl)cc(CC)c1OCCCCOCC=C(Cl)Cl. As a reaction SMILES: [C:29](=[O:30])([O-:31])[O-:32].[CH2:1]([CH3:2])[c:3]1[cH:4][c:5]([OH:22])[cH:6][c:7]([CH2:20][CH3:21])[c:8]1[O:9][CH2:10][CH2:11][CH2:12][CH2:13][O:14][CH2:15][CH:16]=[C:17]([Cl:18])[Cl:19].[CH3:35][N:36]([CH3:37])[CH:38]=[O:39].[Cl:23][C:24](=[CH:25][CH2:26][Cl:27])[Cl:28].[K+:33].[K+:34].[OH2:40]>>[CH2:1]([CH3:2])[c:3]1[cH:4][c:5]([O:22][CH2:26][CH:25]=[C:24]([Cl:23])[Cl:28])[cH:6][c:7]([CH2:20][CH3:21])[c:8]1[O:9][CH2:10][CH2:11][CH2:12][CH2:13][O:14][CH2:15][CH:16]=[C:17]([Cl:18])[Cl:19]. Procedure: The title compound was prepared from 2-[5-(1,2,3-triazol-2-ylmethyl)thien-2-yl]-N-[2-(acetylthiomethyl)-4-phenylbutyryl]glycine ethyl ester by (Description 59) the procedure described in Example 29. vmax (CHCl3) 3289 and 1621 cm-1. δ (CD3SOCD3) 1.68-1.83 (2H, m), 2.44-2.73 (5H, m), 5.20 (1H, d, J 6.87 Hz), 5.73 (2H, s), 6.83-6.94 (2H, m), 7.10-7.30 (5H, m), 7.74 and 7.78 (2H, two s's), 8.10 (1H, d, J 7.07 Hz). m/z 431 (MH+). Reactants: C(C)OC(C(NC(C(CCC1=CC=CC=C1)CSC(C)=O)=O)C=1SC(=CC1)CN1N=CC=N1)=O (2-[5-(1,2,3-triazol-2-ylmethyl)thien-2-yl]-N-[2-(acetylthiomethyl)-4-phenylbutyryl]glycine ethyl ester). Solvent: C(Cl)(Cl)Cl (CHCl3). Yields the product N=1N(N=CC1)CC1=CC=C(S1)C(NC(C(CCC1=CC=CC=C1)CS)=O)C(=O)O (2-[5-(1,2,3-Triazol-2-ylmethyl)thien-2-yl]-N-[2-(mercaptomethyl)-4-phenylbutyryl]glycine). Reaction SMILES: C([O:3][C:4](=[O:34])[CH:5]([C:23]1[S:24][C:25]([CH2:28][N:29]2[N:33]=[CH:32][CH:31]=[N:30]2)=[CH:26][CH:27]=1)[NH:6][C:7](=[O:22])[CH:8]([CH2:17][S:18]C(=O)C)[CH2:9][CH2:10][C:11]1[CH:16]=[CH:15][CH:14]=[CH:13][CH:12]=1)C>C(Cl)(Cl)Cl>[N:33]1[N:29]([CH2:28][C:25]2[S:24][C:23]([CH:5]([C:4]([OH:34])=[O:3])[NH:6][C:7](=[O:22])[CH:8]([CH2:17][SH:18])[CH2:9][CH2:10][C:11]3[CH:12]=[CH:13][CH:14]=[CH:15][CH:16]=3)=[CH:27][CH:26]=2)[N:30]=[CH:31][CH:32]=1. The reactants are solution, [F-].C(CCC)[N+](CCCC)(CCCC)CCCC (tetrabutylammonium fluoride), [Si](C)(C)(C(C)(C)C)OC[C@H](C)N1C(=NC=2C(=NC(=C(C21)C)C)Cl)CCl (1-((1S)-2-{[tert-Butyl(dimethyl)silyl]oxy}-1-methylethyl)-4-chloro-2-(chloromethyl)-6,7-dimethyl-1H-imidazo[4,5-c]pyridine), C(=O)(O)[O-].[Na+] (NaHCO3), C(Cl)Cl (CH2Cl2). The solvent is C1CCOC1 (THF), C1CCOC1 (THF). Reaction conditions: temperature -78 celsius. The product is ClC1=NC(=C(C2=C1N=C(N2[C@H](CO)C)CCl)C)C ((2S)-2-[4-chloro-2-(chloromethyl)-6,7-dimethyl-1H-imidazo[4,5-c]pyridin-1-yl]propan-1-ol). Yield: 100.0%. RXN SMILES: [Si]([O:8][CH2:9][C@@H:10]([N:12]1[C:20]2[C:19]([CH3:21])=[C:18]([CH3:22])[N:17]=[C:16]([Cl:23])[C:15]=2[N:14]=[C:13]1[CH2:24][Cl:25])[CH3:11])(C(C)(C)C)(C)C.[F-].C([N+](CCCC)(CCCC)CCCC)CCC.C([O-])(O)=O.[Na+].C(Cl)Cl>C1COCC1>[Cl:23][C:16]1[C:15]2[N:14]=[C:13]([CH2:24][Cl:25])[N:12]([C@@H:10]([CH3:11])[CH2:9][OH:8])[C:20]=2[C:19]([CH3:21])=[C:18]([CH3:22])[N:17]=1 |f:1.2,3.4|. Procedure details: 1-((1S)-2-{[tert-Butyl(dimethyl)silyl]oxy}-1-methylethyl)-4-chloro-2-(chloromethyl)-6,7-dimethyl-1H-imidazo[4,5-c]pyridine (440 mg, 1.09 mmol) was dissolved in 10 mL of THF and the yellow solution was cooled to −78° C. under an atmosphere of N2. A 1.0 M solution of tetrabutylammonium fluoride in THF (1.42 mL) was slowly added, and the reaction was allowed to warm to 0° C. overnight. The reaction was then treated with 20 mL of saturated NaHCO3 and 20 mL of CH2Cl2. The layers were separated and th... The reactants are alkyl halide, O=C1NC2=CC=CC=C2C(=C1C#N)N1CCN(CC1)C(=O)C=1SC=CC1 (2-Oxo-4-[4-(thiophene-2-carbonyl)-piperazin-1-yl]-1,2-dihydro-quinolin-3-carbonitrile), [H-].[Na+] (NaH). The solvent is CN(C)C=O (DMF), CN(C)C=O (DMF). Reaction conditions: time 1 hour. Product: N1C(C=CC2=CC=CC=C12)=O (Quinolinone). As a reaction SMILES: [O:1]=[C:2]1[C:11](C#N)=[C:10](N2CCN(C(C3SC=CC=3)=O)CC2)[C:9]2[C:4](=[CH:5][CH:6]=[CH:7][CH:8]=2)[NH:3]1.[H-].[Na+]>CN(C=O)C>[NH:3]1[C:4]2[C:9](=[CH:8][CH:7]=[CH:6][CH:5]=2)[CH:10]=[CH:11][C:2]1=[O:1] |f:1.2|. Procedure details: A solution of Compound 116 (364 mg, 1 mmol) in DMF was added to a stirred suspension of NaH (60% in mineral oil, 44 mg, 1.1 mmol) in DMF at room temperature under argon atmosphere. The solution was stirred at room temperature for 1 h and the corresponding alkyl halide was added via syringe. The solution was further stirred at room temperature for 3 to 48 h (TLC control). The reaction was worked up as described in General Procedure C. Starting materials: O=C([O-])O, Cc1ccccc1, O=Cc1ccccc1, [Na+], O, O=C1CCC(CO)N1, Cc1ccc(S(=O)(=O)O)cc1. The product is O=C1CCC2COC(c3ccccc3)N12. RXN SMILES: [C:28](=[O:29])([O-:30])[OH:31].[CH3:33][c:34]1[cH:35][cH:36][cH:37][cH:38][cH:39]1.[CH:9](=[O:10])[c:11]1[cH:12][cH:13][cH:14][cH:15][cH:16]1.[Na+:32].[OH2:40].[OH:1][CH2:2][CH:3]1[CH2:4][CH2:5][C:6](=[O:8])[NH:7]1.[c:17]1([CH3:18])[cH:19][cH:20][c:21]([S:22]([OH:23])(=[O:24])=[O:25])[cH:26][cH:27]1>>[O:1]1[CH2:2][CH:3]2[CH2:4][CH2:5][C:6](=[O:8])[N:7]2[CH:9]1[c:11]1[cH:12][cH:13][cH:14][cH:15][cH:16]1. Reactants: O=C(O)c1cc2cc(Cl)ccc2[nH]1, Cl, NC(Cc1ccccc1)C(=O)N1CCC(=O)C1. Yields the product O=C1CCN(C(=O)C(Cc2ccccc2)NC(=O)c2cc3cc(Cl)ccc3[nH]2)C1. As a reaction SMILES: [Cl:19][c:20]1[cH:21][c:22]2[cH:23][c:24]([C:29](=[O:30])[OH:31])[nH:25][c:26]2[cH:27][cH:28]1.[ClH:1].[NH2:2][CH:3]([C:4](=[O:5])[N:6]1[CH2:7][C:8](=[O:11])[CH2:9][CH2:10]1)[CH2:12][c:13]1[cH:14][cH:15][cH:16][cH:17][cH:18]1>>[NH:2]([CH:3]([C:4](=[O:5])[N:6]1[CH2:7][C:8](=[O:11])[CH2:9][CH2:10]1)[CH2:12][c:13]1[cH:14][cH:15][cH:16][cH:17][cH:18]1)[C:29]([c:24]1[cH:23][c:22]2[cH:21][c:20]([Cl:19])[cH:28][cH:27][c:26]2[nH:25]1)=[O:30].